From a dataset of the Open Reaction Database (ORD), a public repository of structured organic reaction records. describe an organic reaction: reactants, conditions, products, and yield Starting materials: NC1=NC(=CC(=N1)NC1=CC=C(COC(CNC(=O)OC(C)(C)C)=O)C=C1)C1=C(C=CC(=C1)Cl)OCC (tert-butoxycarbonylamino-acetic acid 4-[2-amino-6-(5-chloro-2-ethoxy-phenyl)-pyrimidin-4-ylamino]-benzyl ester), Cl (hydrogen chloride). Yield: 48.0%. Procedure: A solution of tert-butoxycarbonylamino-acetic acid 4-[2-amino-6-(5-chloro-2-ethoxy-phenyl)-pyrimidin-4-ylamino]-benzyl ester in ethyl acetate (15 ml) was treated with a solution of hydrogen chloride in dioxane (4.0 M, 15 ml). After stirring for 16 hours, the solid was filtered and dried under reduced pressure to provide the hydrochloride salt of the title compound (0.273 g, 48% yield). 1H NMR (DMSO-d6) δ 1.39 (t, 3H, J=6.4 Hz, CH3), 3.89 (d, 2H, J=4.9 Hz, CH2), 4.17 (q, 2H, J=6.2 Hz, CH2), 5.25 ... Product: hydrochloride salt, NC1=NC(=CC(=N1)NC1=CC=C(COC(CN)=O)C=C1)C1=C(C=CC(=C1)Cl)OCC (Amino acetic acid-4-[2-amino-6-(5-chloro-2-ethoxy-phenyl)-pyrimidin-4-ylamino]-benzyl ester). The solvent is C(C)(=O)OCC (ethyl acetate), O1CCOCC1 (dioxane). Run at time 16 hour. As a reaction SMILES: [NH2:1][C:2]1[N:7]=[C:6]([NH:8][C:9]2[CH:27]=[CH:26][C:12]([CH2:13][O:14][C:15](=[O:25])[CH2:16][NH:17]C(OC(C)(C)C)=O)=[CH:11][CH:10]=2)[CH:5]=[C:4]([C:28]2[CH:33]=[C:32]([Cl:34])[CH:31]=[CH:30][C:29]=2[O:35][CH2:36][CH3:37])[N:3]=1.Cl>C(OCC)(=O)C.O1CCOCC1>[NH2:1][C:2]1[N:7]=[C:6]([NH:8][C:9]2[CH:10]=[CH:11][C:12]([CH2:13][O:14][C:15](=[O:25])[CH2:16][NH2:17])=[CH:26][CH:27]=2)[CH:5]=[C:4]([C:28]2[CH:33]=[C:32]([Cl:34])[CH:31]=[CH:30][C:29]=2[O:35][CH2:36][CH3:37])[N:3]=1.